From a dataset of the Open Reaction Database (ORD), a public repository of structured organic reaction records. describe an organic reaction: reactants, conditions, products, and yield The reactants are CC(C)C[Al+]CC(C)C, CC(C#N)=Cc1ccccc1, COc1cccc(C(C)N)c1, [H-]. The product is COc1cccc(C(C)NCC(C)=Cc2ccccc2)c1. Reaction SMILES: [CH2:13]([Al+:14][CH2:15][CH:16]([CH3:17])[CH3:18])[CH:19]([CH3:20])[CH3:21].[CH3:1][C:2]([C:3]#[N:4])=[CH:5][c:6]1[cH:7][cH:8][cH:9][cH:10][cH:11]1.[CH3:22][O:23][c:24]1[cH:25][c:26]([CH:30]([CH3:31])[NH2:32])[cH:27][cH:28][cH:29]1.[H-:12]>>[CH3:1][C:2]([CH2:3][NH:4][CH:30]([c:26]1[cH:25][c:24]([O:23][CH3:22])[cH:29][cH:28][cH:27]1)[CH3:31])=[CH:5][c:6]1[cH:7][cH:8][cH:9][cH:10][cH:11]1. The reactants are Cc1ccc2c(c1)C1CCCNC1C2, O=C(O)c1ccc2[nH]cnc2c1. The product is Cc1ccc2c(c1)C1CCCN(C(=O)c3ccc4[nH]cnc4c3)C1C2. Reaction SMILES: [CH3:13][c:14]1[cH:15][cH:16][c:17]2[c:25]([cH:26]1)[CH:24]1[CH:19]([CH2:18]2)[NH:20][CH2:21][CH2:22][CH2:23]1.[nH:1]1[cH:2][n:3][c:4]2[c:5]1[cH:6][cH:7][c:8]([C:10](=[O:11])[OH:12])[cH:9]2>>[nH:1]1[cH:2][n:3][c:4]2[c:5]1[cH:6][cH:7][c:8]([C:10](=[O:12])[N:20]1[CH:19]3[CH2:18][c:17]4[cH:16][cH:15][c:14]([CH3:13])[cH:26][c:25]4[CH:24]3[CH2:23][CH2:22][CH2:21]1)[cH:9]2. Starting materials: OC1=C(C=C(C=C1)OC)C(C)=NO (1-(2-Hydroxy-5-methoxy-phenyl)-ethanone oxime), C(C)(=O)OC(C)=O (acetic anhydride). Reaction SMILES: [OH:1][C:2]1[CH:7]=[CH:6][C:5]([O:8][CH3:9])=[CH:4][C:3]=1[C:10](=[N:12][OH:13])[CH3:11].[C:14](OC(=O)C)(=[O:16])[CH3:15]>>[C:14]([O:13][N:12]=[C:10]([C:3]1[CH:4]=[C:5]([O:8][CH3:9])[CH:6]=[CH:7][C:2]=1[OH:1])[CH3:11])(=[O:16])[CH3:15]. The product is C(C)(=O)ON=C(C)C1=C(C=CC(=C1)OC)O (1-(2-Hydroxy-5-methoxy-phenyl)-ethanone-O-acetyl oxime). Conditions: temperature 50 celsius. Procedure: A mixture of 1-(2-Hydroxy-5-methoxy-phenyl)-ethanone oxime (13.7 g, 0.076 mol.) and acetic anhydride (50 mL) was heated at 50° C. for 10 min. The mixture was cooled to 0° C., filtered, and the filtrant washed with water (50 mL) and dried to give 15.5 g solid. MS (m/e): 224 (M++1), 164 (100).